describe an organic reaction: reactants, conditions, products, and yield From a dataset of the Open Reaction Database (ORD), a public repository of structured organic reaction records. The reactants are COC(C1=C(N=C(C=C1)C1=CC=C(C=C1)C(F)(F)F)C)=O (2-methyl-6-(4-trifluoromethyl-phenyl)-nicotinic acid methyl ester), 26C, oxim, CC1=C(C(=O)O)C=CC(=N1)C1=CC=C(C=C1)C(F)(F)F (2-methyl-6-(4-trifluoromethyl-phenyl)-nicotinic acid), C(C)OC(C(C)(C)OC1=CC(=C(C=C1)CN)Cl)=O (2-(4-aminomethyl-3-chloro-phenoxy)-2-methyl-propionic acid ethyl ester), ClC1=C(C=O)C=CC(=C1)O (2-chloro-4-hydroxy-benzaldehyde), C(C)CC(C(=O)[O-])(C)Br (ethyl-bromoisobutyrate), 97B. The product is C(C)OC(C(C)(C)OC1=CC(=C(C=C1)CNC(=O)C=1C(=NC(=CC1)C1=CC=C(C=C1)C(F)(F)F)C)Cl)=O (2-[3-chloro-4-({[2-methyl-6-(4-trifluoromethyl-phenyl)-pyridine-3-carbonyl]-amino}-methyl)-phenoxy]-2-methyl-propionic acid ethyl ester). Reaction SMILES: [CH2:1]([O:3][C:4](=[O:18])[C:5]([O:8][C:9]1[CH:14]=[CH:13][C:12]([CH2:15][NH2:16])=[C:11]([Cl:17])[CH:10]=1)([CH3:7])[CH3:6])[CH3:2].ClC1C=C(O)C=CC=1C=O.C(CC(Br)(C)C([O-])=O)C.[CH3:38][C:39]1[N:47]=[C:46]([C:48]2[CH:53]=[CH:52][C:51]([C:54]([F:57])([F:56])[F:55])=[CH:50][CH:49]=2)[CH:45]=[CH:44][C:40]=1[C:41](O)=[O:42].COC(=O)C1C=CC(C2C=CC(C(F)(F)F)=CC=2)=NC=1C>>[CH2:1]([O:3][C:4](=[O:18])[C:5]([O:8][C:9]1[CH:14]=[CH:13][C:12]([CH2:15][NH:16][C:41]([C:40]2[C:39]([CH3:38])=[N:47][C:46]([C:48]3[CH:53]=[CH:52][C:51]([C:54]([F:57])([F:55])[F:56])=[CH:50][CH:49]=3)=[CH:45][CH:44]=2)=[O:42])=[C:11]([Cl:17])[CH:10]=1)([CH3:7])[CH3:6])[CH3:2]. Reported procedure: In analogy to the procedures described in example 26B] and 26C], 2-(4-aminomethyl-3-chloro-phenoxy)-2-methyl-propionic acid ethyl ester (prepared from 2-chloro-4-hydroxy-benzaldehyde by reaction with ethyl-bromoisobutyrate as described in example 52A] followed by oxim formation and reduction as described in examples 97A] and 97B]) was reacted with 2-methyl-6-(4-trifluoromethyl-phenyl)-nicotinic acid (prepared from 2-methyl-6-(4-trifluoromethyl-phenyl)-nicotinic acid methyl ester (example 1L]) in... Starting materials: FC1=CC=C(C=C1)NC(=S)N (4-fluorophenylthiourea), ClCC(=O)CCl (1,3-dichloroacetone), NC1=NC(=C(C(=C1C#N)C=1C=NC(=CC1)NCCO)C#N)S (2′-Amino-6-[(2-hydroxyethyl)amino]-6′-mercapto-3,4′-bipyridine-3′,5′-dicarbonitrile), C([O-])(O)=O.[Na+] (sodium bicarbonate). Solvent: CN(C)C=O (DMF). Conditions: temperature 80 celsius, time 3 hour. Product: NC1=NC(=C(C(=C1C#N)C=1C=NC(=CC1)NCCO)C#N)SCC=1N=C(SC1)NC1=CC=C(C=C1)F (2′-Amino-6′-[({2-[(4-fluorophenyl)amino]-1,3-thiazol-4-yl}methyl)thio]-6-[(2-hydroxyethyl)amino]-3,4′-bipyridine-3′,5′-dicarbonitrile). As a reaction SMILES: [F:1][C:2]1[CH:7]=[CH:6][C:5]([NH:8][C:9]([NH2:11])=[S:10])=[CH:4][CH:3]=1.Cl[CH2:13][C:14]([CH2:16]Cl)=O.[NH2:18][C:19]1[C:24]([C:25]#[N:26])=[C:23]([C:27]2[CH:28]=[N:29][C:30]([NH:33][CH2:34][CH2:35][OH:36])=[CH:31][CH:32]=2)[C:22]([C:37]#[N:38])=[C:21]([SH:39])[N:20]=1.C(=O)(O)[O-].[Na+]>CN(C=O)C>[NH2:18][C:19]1[C:24]([C:25]#[N:26])=[C:23]([C:27]2[CH:28]=[N:29][C:30]([NH:33][CH2:34][CH2:35][OH:36])=[CH:31][CH:32]=2)[C:22]([C:37]#[N:38])=[C:21]([S:39][CH2:16][C:14]2[N:11]=[C:9]([NH:8][C:5]3[CH:4]=[CH:3][C:2]([F:1])=[CH:7][CH:6]=3)[S:10][CH:13]=2)[N:20]=1 |f:3.4|. Reported procedure: 18 mg (0.10 mmol) of 4-fluorophenylthiourea and 13 mg (0.10 mmol) of 1,3-dichloroacetone are dissolved in 2 ml of DMF, and the reaction solution is stirred at 80° C. for 3 h. After cooling, 89 mg (0.09 mmol, 33% pure) of the compound from example 4A and 32 mg (0.38 mmol) of sodium bicarbonate are added, and the mixture is stirred at RT for a further 20 h. The mixture is then filtered through a paper filter, and the filtrate is purified directly by preparative HPLC (column: YMC GEL ODS-AQ S-5/15 ... The reactants are N=1C=CN2C1C(=CC=C2)OCCCCN2C(SCC2=O)=O (3-[4-(imidazo[1,2-a]pyridin-8-yloxy)butyl]thiazolidine-2,4-dione), N1=CC(=CC=C1)CCCO (3-(3-pyridyl)-1-propanol), N1CCCCC1 (piperidine). The solvent is C(C)O (ethanol). Yields the product N1=CC(=CC=C1)CCC=C1C(N(C(S1)=O)CCCCOC=1C=2N(C=CC1)C=CN2)=O (5-[3-(3-pyridyl)propylidene]-3-[4-(imidazo[1,2-a]pyridin-8-yloxy)butyl]thiazolidine-2,4-dione). Reaction SMILES: [N:1]1[CH:2]=[CH:3][N:4]2[CH:9]=[CH:8][CH:7]=[C:6]([O:10][CH2:11][CH2:12][CH2:13][CH2:14][N:15]3[C:19](=[O:20])[CH2:18][S:17][C:16]3=[O:21])[C:5]=12.[N:22]1[CH:27]=[CH:26][CH:25]=[C:24]([CH2:28][CH2:29][CH2:30]O)[CH:23]=1.N1CCCCC1>C(O)C>[N:22]1[CH:27]=[CH:26][CH:25]=[C:24]([CH2:28][CH2:29][CH:30]=[C:18]2[S:17][C:16](=[O:21])[N:15]([CH2:14][CH2:13][CH2:12][CH2:11][O:10][C:6]3[C:5]4[N:4]([CH:3]=[CH:2][N:1]=4)[CH:9]=[CH:8][CH:7]=3)[C:19]2=[O:20])[CH:23]=1. Procedure: To a solution of 1.53 g (5.0 mmol) of 3-[4-(imidazo[1,2-a]pyridin-8-yloxy)butyl]thiazolidine-2,4-dione and 676 mg (5.0 mmol) of 3-(3-pyridyl)-1-propanol in 20 ml of ethanol, 43 mg (0.5 mmol) of piperidine was added, followed by refluxing for 3.5 hours. After the reaction mixture was cooled, the solvent was distilled off. The residue was dissolved in dichloromethane, washed with purified water and dried, after which the solvent was distilled off. The residue was purified by column chromatography ... Starting materials: C(C)(C)[N-]C(C)C.[Li+] (lithium diisopropylamide), COC(CN1C(CC1)C(=O)OCC)OC (N-(2,2-dimethoxyethyl)-2-carbethoxy azetidine), O=O (oxygen), zinc oxides. Reaction conditions: time 30 minute. RXN SMILES: C([N-]C(C)C)(C)C.[Li+].[CH3:9][O:10][CH:11]([O:22][CH3:23])[CH2:12][N:13]1[CH2:16][CH2:15][CH:14]1C(OCC)=O.[O:24]=O>O1CCCC1.ClCCl.[Zn]>[CH3:9][O:10][CH:11]([O:22][CH3:23])[CH2:12][N:13]1[CH2:16][CH2:15][C:14]1=[O:24] |f:0.1|. The product is COC(CN1C(CC1)=O)OC (N-(2,2-dimethoxyethyl)-2-azetidinone). Reagents/catalysts: [Zn] (Zinc). Run in O1CCCC1 (tetrahydrofuran), O1CCCC1 (tetrahydrofuran), ClCCl (dichloromethane). Procedure: To a solution of 2.2 mmol of lithium diisopropylamide in 15 ml tetrahydrofuran at -78° was added dropwise 0.43 g (2 mmol) of N-(2,2-dimethoxyethyl)-2-carbethoxy azetidine in 3 ml of tetrahydrofuran. After stirring at -78° for 30 minutes, the deep yellow anion was silylated in the usual way and warmed to room temperature. Removal of all volatiles by rotary evaporation with a high vacuum pump gave a purple residue which was redissolved in dichloromethane. Internal photooxidation using 5 g of Photo... Yield: 56.0%. Starting materials: N1=CC=C(C=C1)C1=NNC(C1)=O (3-(4-pyridyl)-4,5-dihydro-1H-pyrazol-5-one), [H-].[Na+] (sodium hydride), ClC1=NC=NC2=CC(=C(C=C12)OC)OCCCN1CCOCC1 (4-chloro-6-methoxy-7-(3-morpholinopropoxy)quinazoline). The solvent is CN(C)C=O (DMF). Product: COC=1C=C2C(=NC=NC2=CC1OCCCN1CCOCC1)OC1=NNC(=C1)C1=CC=NC=C1 (6-methoxy-7-(3-morpholinopropoxy)-4-(5-(4-pyridyl)pyrazol-3-yloxy)quinazoline). The yield is 47.6%. RXN SMILES: Cl[C:2]1[C:11]2[C:6](=[CH:7][C:8]([O:14][CH2:15][CH2:16][CH2:17][N:18]3[CH2:23][CH2:22][O:21][CH2:20][CH2:19]3)=[C:9]([O:12][CH3:13])[CH:10]=2)[N:5]=[CH:4][N:3]=1.[N:24]1[CH:29]=[CH:28][C:27]([C:30]2[CH2:34][C:33](=[O:35])[NH:32][N:31]=2)=[CH:26][CH:25]=1.[H-].[Na+]>CN(C=O)C>[CH3:13][O:12][C:9]1[CH:10]=[C:11]2[C:6](=[CH:7][C:8]=1[O:14][CH2:15][CH2:16][CH2:17][N:18]1[CH2:23][CH2:22][O:21][CH2:20][CH2:19]1)[N:5]=[CH:4][N:3]=[C:2]2[O:35][C:33]1[CH:34]=[C:30]([C:27]2[CH:28]=[CH:29][N:24]=[CH:25][CH:26]=2)[NH:31][N:32]=1 |f:2.3|. Procedure: Using an analogous procedure to that described for Example 9, 4-chloro-6-methoxy-7-(3-morpholinopropoxy)quinazoline (200 mg, 0.59 mmol), (prepared as described for the starting material in Example 2), was reacted with 3-(4-pyridyl)-4,5-dihydro-1H-pyrazol-5-one (240 mg, 1.5 mmol) in the presence of sodium hydride (59 mg, 1.5 mmol, prewashed with THF) in DMF (3 ml) to give 6-methoxy-7-(3-morpholinopropoxy)-4-(5-(4-pyridyl)pyrazol-3-yloxy)quinazoline (130 mg, 48%). Reactants: O[C@@H]1CC[C@H](CC1)NC=1N=C(C(=NC1C(=C)C)C(=O)N)NC1=CC=C(C=C1)N1CCN(CC1)C (5-[(trans-4-hydroxycyclohexyl)amino]-6-isopropenyl-3-{[4-(4-methylpiperazin-1-yl)phenyl]amino}pyrazine-2-carboxamide), C(C)O (ethanol). The reagents and catalysts are [Pd] (palladium on carbon). The solvent is C1CCOC1 (THF). Conditions: time 18 hour. Yields the product O[C@@H]1CC[C@H](CC1)NC=1N=C(C(=NC1C(C)C)C(=O)N)NC1=CC=C(C=C1)N1CCN(CC1)C (5-[(trans-4-hydroxycyclohexyl)amino]-6-isopropyl-3-{[4-(4-methylpiperazin-1-yl)phenyl]amino}pyrazine-2-carboxamide). The yield is 66.1%. As a reaction SMILES: [OH:1][C@H:2]1[CH2:7][CH2:6][C@H:5]([NH:8][C:9]2[N:10]=[C:11]([NH:21][C:22]3[CH:27]=[CH:26][C:25]([N:28]4[CH2:33][CH2:32][N:31]([CH3:34])[CH2:30][CH2:29]4)=[CH:24][CH:23]=3)[C:12]([C:18]([NH2:20])=[O:19])=[N:13][C:14]=2[C:15]([CH3:17])=[CH2:16])[CH2:4][CH2:3]1.C(O)C>[Pd].C1COCC1>[OH:1][C@H:2]1[CH2:7][CH2:6][C@H:5]([NH:8][C:9]2[N:10]=[C:11]([NH:21][C:22]3[CH:27]=[CH:26][C:25]([N:28]4[CH2:33][CH2:32][N:31]([CH3:34])[CH2:30][CH2:29]4)=[CH:24][CH:23]=3)[C:12]([C:18]([NH2:20])=[O:19])=[N:13][C:14]=2[CH:15]([CH3:16])[CH3:17])[CH2:4][CH2:3]1. Procedure details: To a mixture of 5-[(trans-4-hydroxycyclohexyl)amino]-6-isopropenyl-3-{[4-(4-methylpiperazin-1-yl)phenyl]amino}pyrazine-2-carboxamide (Example 342) (205 mg), ethanol (20 mL) and THF (10 mL), 10% palladium on carbon (100 mg) was added under a hydrogen atmosphere and stirred at room temperature for 18 hours. After the catalyst was separated by filtration, the solvent was distilled off, and the residue was purified by basic silica gel column chromatography (eluent: chloroform). The resulting yellow ... Reactants: ClC1=C(C=CC=C1)OC1=C(C=CC=C1)[N+](=O)[O-] (2-chloro-(2-nitrophenoxy)benzene), [H][H] (hydrogen). The reagents and catalysts are [Ni] (Raney nickel). Run in O1CCCC1 (tetrahydrofuran). Yields the product ClC1=C(OC2=C(C=CC=C2)N)C=CC=C1 (2-(2-chlorophenoxy)benzeneamine). Reaction SMILES: [Cl:1][C:2]1[CH:7]=[CH:6][CH:5]=[CH:4][C:3]=1[O:8][C:9]1[CH:14]=[CH:13][CH:12]=[CH:11][C:10]=1[N+:15]([O-])=O.[H][H]>O1CCCC1.[Ni]>[Cl:1][C:2]1[CH:7]=[CH:6][CH:5]=[CH:4][C:3]=1[O:8][C:9]1[CH:14]=[CH:13][CH:12]=[CH:11][C:10]=1[NH2:15]. Reported procedure: A solution of 2-chloro-(2-nitrophenoxy)benzene (5.00 g) in tetrahydrofuran (100 mL) was shaken in a Parr Hydrogenator over Raney nickel at 5 psi hydrogen at room temperature for 4 hours. The catalyst was filtered from the reaction, and the solution was evaporated under vacuum to a yellowish oil which crystallized on standing. The solid was crushed, suspended in hexane and filtered to yield the title compound as a light orange solid. Mp: 44°-45° C. The reactants are CCOC(=O)C(C)(C)Oc1ccc(OCCc2nc(-c3ccc(Br)cc3)oc2C)cc1, Cc1ccccc1, CCO, [Na+], [Na+], O=C([O-])[O-], OB(O)c1cccs1. The product is CCOC(=O)C(C)(C)Oc1ccc(OCCc2nc(-c3ccc(-c4cccs4)cc3)oc2C)cc1. As a reaction SMILES: [CH2:1]([CH3:2])[O:3][C:4]([C:5]([CH3:6])([CH3:7])[O:8][c:9]1[cH:10][cH:11][c:12]([O:15][CH2:16][CH2:17][c:18]2[n:19][c:20](-[c:24]3[cH:25][cH:26][c:27]([Br:30])[cH:28][cH:29]3)[o:21][c:22]2[CH3:23])[cH:13][cH:14]1)=[O:31].[CH3:40][c:41]1[cH:42][cH:43][cH:44][cH:45][cH:46]1.[CH3:53][CH2:54][OH:55].[Na+:47].[Na+:48].[O-:49][C:50](=[O:51])[O-:52].[s:32]1[c:33]([B:37]([OH:38])[OH:39])[cH:34][cH:35][cH:36]1>>[CH2:1]([CH3:2])[O:3][C:4]([C:5]([CH3:6])([CH3:7])[O:8][c:9]1[cH:10][cH:11][c:12]([O:15][CH2:16][CH2:17][c:18]2[n:19][c:20](-[c:24]3[cH:25][cH:26][c:27](-[c:33]4[s:32][cH:36][cH:35][cH:34]4)[cH:28][cH:29]3)[o:21][c:22]2[CH3:23])[cH:13][cH:14]1)=[O:31]. The reactants are Bis(dibenzylidineacetone)palladium, (2′-dicyclohexyl phosphanyl-biphenyl-2-yl)-dimethylamine, CC(C)([O-])C.[K+] (Potassium tert-butoxide), Cl.ClC=1C=C2CCNCC2=CC1 (6-chloro-1,2,3,4-tetrahydro isoquinoline hydrochloride salt), BrC1=CC(=C(C(=C1)C)NC(CC(C)(C)C)=O)C (N-(4-bromo-2,6-dimethylphenyl)-3,3-dimethylbutanamide). The solvent is C1(=CC=CC=C1)C (toluene). Conditions: time 15 minute. Yields the product ClC=1C=C2CCN(CC2=CC1)C1=CC(=C(C(=C1)C)NC(CC(C)(C)C)=O)C (N-[4-(6-Chloro-3,4-dihydro-1H-isoquinolin-2-yl)-2,6-dimethyl-phenyl]-3,3-dimethyl butanamide). Reaction SMILES: CC(C)([O-])C.[K+].Cl.[Cl:8][C:9]1[CH:10]=[C:11]2[C:16](=[CH:17][CH:18]=1)[CH2:15][NH:14][CH2:13][CH2:12]2.Br[C:20]1[CH:25]=[C:24]([CH3:26])[C:23]([NH:27][C:28](=[O:34])[CH2:29][C:30]([CH3:33])([CH3:32])[CH3:31])=[C:22]([CH3:35])[CH:21]=1>C1(C)C=CC=CC=1>[Cl:8][C:9]1[CH:10]=[C:11]2[C:16](=[CH:17][CH:18]=1)[CH2:15][N:14]([C:20]1[CH:25]=[C:24]([CH3:26])[C:23]([NH:27][C:28](=[O:34])[CH2:29][C:30]([CH3:31])([CH3:32])[CH3:33])=[C:22]([CH3:35])[CH:21]=1)[CH2:13][CH2:12]2 |f:0.1,2.3|. Reported procedure: Bis(dibenzylidineacetone)palladium (2 mg, 0.0035 mmol) and (2′-dicyclohexyl phosphanyl-biphenyl-2-yl)-dimethylamine (3.3 mg, 0.0084 mmol) were added to dry toluene (5 mL purged with argon) and stirred for 15 minutes under argon. Potassium tert-butoxide (188 mg, 1.7 mmol), 6-chloro-1,2,3,4-tetrahydro isoquinoline hydrochloride salt (165 mg, 0.8 mmol), and N-(4-bromo-2,6-dimethylphenyl)-3,3-dimethylbutanamide (200 mg, 0.67 mmol) were then added, and the reaction mixture was stirred at 80° C. overn...